Dataset: the Open Reaction Database (ORD), a public repository of structured organic reaction records. Task: describe an organic reaction: reactants, conditions, products, and yield The reactants are BrC=1C=CC(=C(C1)CC1=CC=C(C=C1)O)Cl (4-[(5-bromo-2-chloro-phenyl)methyl]phenol), C([O-])([O-])=O.[K+].[K+] (potassium carbonate), FC(COS(=O)(=O)C1=CC=C(C=C1)C)(F)F (2,2,2-trifluoroethyl-p-toluensulfonate). The solvent is CN(C=O)C (N,N-dimethylformamide). Reaction conditions: temperature 90 celsius, time 30 minute. The product is BrC1=CC(=C(C=C1)Cl)CC1=CC=C(C=C1)OCC(F)(F)F (4-bromo-1-chloro-2-[[4-(2,2,2-trifluoroethoxy)phenyl]methyl]benzene). Isolated yield 87.0%. Reaction SMILES: [Br:1][C:2]1[CH:3]=[CH:4][C:5]([Cl:16])=[C:6]([CH2:8][C:9]2[CH:14]=[CH:13][C:12]([OH:15])=[CH:11][CH:10]=2)[CH:7]=1.C(=O)([O-])[O-].[K+].[K+].[F:23][C:24]([F:38])([F:37])[CH2:25]OS(C1C=CC(C)=CC=1)(=O)=O>CN(C)C=O>[Br:1][C:2]1[CH:3]=[CH:4][C:5]([Cl:16])=[C:6]([CH2:8][C:9]2[CH:14]=[CH:13][C:12]([O:15][CH2:25][C:24]([F:38])([F:37])[F:23])=[CH:11][CH:10]=2)[CH:7]=1 |f:1.2.3|. Reported procedure: To a solution of 4-[(5-bromo-2-chloro-phenyl)methyl]phenol 17b (23.4 g, 78.7 mmol) in N,N-dimethylformamide (30 mL) was added potassium carbonate (54.0 g, 394.0 mmol) at room temperature. The mixture was warmed up to 90° C. and stirred for 30 min, and then 2,2,2-trifluoroethyl-p-toluensulfonate (20 g, 78.7 mmol) was added. The reaction mixture was warmed up to 140° C. and stirred for 12 hours. The mixture was cooled to room temperature and filtered. The filtrate was concentrated in vacuo and the... Starting materials: C1(=CC=CC=C1)S(=O)(=O)N1C2=CC=CC=C2C=2C=CC(=CC12)C(C)N1C=NC=C1 (9-benzenesulfonyl-2-[1-(1H-imidazol-1-yl)ethyl]carbazole), [OH-].[Na+] (sodium hydroxide). Solvent: C(C)O (ethanol). Product: N1(C=NC=C1)C(C)C1=CC=2NC3=CC=CC=C3C2C=C1 (2-[1-(1H-imidazol-1-yl) ethyl]carbazole). Yield: 61.1%. As a reaction SMILES: C1(S([N:10]2[C:22]3[CH:21]=[C:20]([CH:23]([N:25]4[CH:29]=[CH:28][N:27]=[CH:26]4)[CH3:24])[CH:19]=[CH:18][C:17]=3[C:16]3[C:11]2=[CH:12][CH:13]=[CH:14][CH:15]=3)(=O)=O)C=CC=CC=1.[OH-].[Na+]>C(O)C>[N:25]1([CH:23]([C:20]2[CH:19]=[CH:18][C:17]3[C:16]4[C:11](=[CH:12][CH:13]=[CH:14][CH:15]=4)[NH:10][C:22]=3[CH:21]=2)[CH3:24])[CH:29]=[CH:28][N:27]=[CH:26]1 |f:1.2|. Reported procedure: A mixed solution of the thus obtained 9-benzenesulfonyl-2-[1-(1H-imidazol-1-yl)ethyl]carbazole (0.436 g, 1.09 mmol), ethanol (50 ml) and 2N sodium hydroxide aqueous solution (10 ml) was heated under reflux for 4 hours. After evaporation of volatile components under reduced pressure, the resulting residue was mixed with chloroform and washed with saturated sodium chloride aqueous solution, and the organic layer was dried over magnesium sulfate. After evaporation of the solvent under reduced press...